Dataset: the Open Reaction Database (ORD), a public repository of structured organic reaction records. Task: describe an organic reaction: reactants, conditions, products, and yield Reactants: BrCC(=O)OCC (ethyl bromoacetate), C(C)(C)(C)OC(=O)N1C[C@@H]([C@H](C1)O)N=[N+]=[N-] ((3S,4S)-3-azido-4-hydroxy-pyrrolidine-1-carboxylic acid tert-butyl ester), [H-].[Na+] (NaH). Solvent: CN(C)C=O (DMF), CN(C)C=O (DMF), CCOC(=O)C (EtOAc). Conditions: temperature 0 celsius, time 90 minute. Yields the product C(C)(C)(C)OC(=O)N1C[C@@H]([C@H](C1)OCC(=O)OCC)N=[N+]=[N-] ((3S,4S)-3-azido-4-ethoxycarbonylmethoxy-pyrrolidine-1-carboxylic acid tert-butyl ester). RXN SMILES: [H-].[Na+].[C:3]([O:7][C:8]([N:10]1[CH2:14][C@H:13]([OH:15])[C@@H:12]([N:16]=[N+:17]=[N-:18])[CH2:11]1)=[O:9])([CH3:6])([CH3:5])[CH3:4].Br[CH2:20][C:21]([O:23][CH2:24][CH3:25])=[O:22]>CN(C=O)C.CCOC(C)=O>[C:3]([O:7][C:8]([N:10]1[CH2:14][C@H:13]([O:15][CH2:20][C:21]([O:23][CH2:24][CH3:25])=[O:22])[C@@H:12]([N:16]=[N+:17]=[N-:18])[CH2:11]1)=[O:9])([CH3:6])([CH3:4])[CH3:5] |f:0.1|. Reported procedure: 96.1 A suspension of 210 mg NaH (55% in mineral oil) in 3 ml DMF was treated at 0° C. with 1.0 g (3S,4S)-3-azido-4-hydroxy-pyrrolidine-1-carboxylic acid tert-butyl ester in 6 ml DMF. The reaction mixture was stirred at 0° C. for 90 min, then it was cooled to 0° C. A solution of 0.53 ml ethyl bromoacetate was added dropwise. The reaction mixture was slowly warmed to r.t., stirred overnight, then heated for 1 hr at 50° C. After cooling to r.t. the mixture was taken up in EtOAc and washed with H2O.... Starting materials: CNC, Cc1cc(-c2noc(-c3ccc(C=O)s3)n2)cc(C)c1O. Product: Cc1cc(-c2noc(-c3ccc(CN(C)C)s3)n2)cc(C)c1O. RXN SMILES: [CH3:22][NH:23][CH3:24].[OH:1][c:2]1[c:3]([CH3:21])[cH:4][c:5](-[c:9]2[n:10][o:11][c:12](-[c:14]3[cH:15][cH:16][c:17]([CH:19]=[O:20])[s:18]3)[n:13]2)[cH:6][c:7]1[CH3:8]>>[OH:1][c:2]1[c:3]([CH3:21])[cH:4][c:5](-[c:9]2[n:10][o:11][c:12](-[c:14]3[cH:15][cH:16][c:17]([CH2:19][N:23]([CH3:22])[CH3:24])[s:18]3)[n:13]2)[cH:6][c:7]1[CH3:8]. The reactants are naphthylmethyl, BrCC1=CC=C(C2=CC=CC=C12)OC (1-bromomethyl-4-methoxynaphthalene). Solvent: CN(C)C=O (DMF). Product: COC1=CC=CC2=CC=CC=C12 (1-methoxynaphthalene). Reaction SMILES: BrC[C:3]1[C:12]2[C:7](=[CH:8][CH:9]=[CH:10][CH:11]=2)[C:6]([O:13][CH3:14])=[CH:5][CH:4]=1>CN(C=O)C>[CH3:14][O:13][C:6]1[C:7]2[C:12](=[CH:11][CH:10]=[CH:9][CH:8]=2)[CH:3]=[CH:4][CH:5]=1. Procedure details: In analogy with Example 44, the title compound is obtained from 5(S)-(Boc-amino)-4(S)-(tert-butyldimethylsilyloxy)-6-phenyl-2(R)-[(4-methoxy-1-naphthyl)-methyl]hexanoyl-(L)-Val-N-(2-methoxyethyl)amide in abs. DMF using TB AF. [The starting compound for preparing the naphthylmethyl substituent, 1-bromomethyl-4-methoxynaphthalene, is obtained from 1-methoxynaphthalene (Fluka, Buchs, Switzerland) by brominating with I2 /Br2 in CHCl3, reacting the resulting bromide by means of a Grignard reaction an... Reaction SMILES: [CH:1]([N:14]1[C:22]2[C:17](=[CH:18][C:19]([Cl:23])=[CH:20][CH:21]=2)[C:16]([CH2:24][CH2:25][S:26]([C:29]2[CH:38]=[CH:37][C:32]([C:33]([O:35]C)=[O:34])=[CH:31][CH:30]=2)(=[O:28])=[O:27])=[C:15]1[CH2:39][CH2:40][NH:41][S:42]([CH2:45][C:46]1[CH:51]=[CH:50][CH:49]=[CH:48][C:47]=1[F:52])(=[O:44])=[O:43])([C:8]1[CH:13]=[CH:12][CH:11]=[CH:10][CH:9]=1)[C:2]1[CH:7]=[CH:6][CH:5]=[CH:4][CH:3]=1.C1COCC1.[OH-].[Na+]>CO>[CH:1]([N:14]1[C:22]2[C:17](=[CH:18][C:19]([Cl:23])=[CH:20][CH:21]=2)[C:16]([CH2:24][CH2:25][S:26]([C:29]2[CH:38]=[CH:37][C:32]([C:33]([OH:35])=[O:34])=[CH:31][CH:30]=2)(=[O:28])=[O:27])=[C:15]1[CH2:39][CH2:40][NH:41][S:42]([CH2:45][C:46]1[CH:51]=[CH:50][CH:49]=[CH:48][C:47]=1[F:52])(=[O:43])=[O:44])([C:2]1[CH:3]=[CH:4][CH:5]=[CH:6][CH:7]=1)[C:8]1[CH:13]=[CH:12][CH:11]=[CH:10][CH:9]=1 |f:2.3|. The solvent is CO (MeOH). Isolated yield 99.0%. Product: C(C1=CC=CC=C1)(C1=CC=CC=C1)N1C(=C(C2=CC(=CC=C12)Cl)CCS(=O)(=O)C1=CC=C(C(=O)O)C=C1)CCNS(=O)(=O)CC1=C(C=CC=C1)F (4-({2-[1-benzhydryl-5-chloro-2-(2-{[(2-fluorobenzyl)sulfonyl] amino}ethyl)-1H-indol-3-yl]ethyl}sulfonyl)benzoic acid). Starting materials: C(C1=CC=CC=C1)(C1=CC=CC=C1)N1C(=C(C2=CC(=CC=C12)Cl)CCS(=O)(=O)C1=CC=C(C(=O)OC)C=C1)CCNS(=O)(=O)CC1=C(C=CC=C1)F (Methyl 4-({2-[1-benzhydryl-5-chloro-2-(2-{[(2-fluorobenzyl)sulfonyl]amino}ethyl)-1H-indol-3-yl]ethyl}sulfonyl)benzoate), C1CCOC1 (THF), [OH-].[Na+] (NaOH). Reported procedure: Methyl 4-({2-[1-benzhydryl-5-chloro-2-(2-{[(2-fluorobenzyl)sulfonyl]amino}ethyl)-1H-indol-3-yl]ethyl}sulfonyl)benzoate (1 eq), THF (0.1 M), MeOH (1 mL/1 mL THF), and NaOH (1N) (11 eq) were stirred together overnight. Solvents were removed and the resulting residue was taken up in water. The solution was acidified with 1N HCl and collected resulting precipitate by filtration. Obtained 4-({2-[1-benzhydryl-5-chloro-2-(2-{[(2-fluorobenzyl)sulfonyl]amino}ethyl)-1H-indol-3-yl]ethyl}sulfonyl)benzoic ac...